Dataset: the Open Reaction Database (ORD), a public repository of structured organic reaction records. Task: describe an organic reaction: reactants, conditions, products, and yield Starting materials: C(=O)(C(F)(F)F)O (TFA), C(C)(C)(C)OC(NC1=C(C=C(C(=C1)N(C)C1CC1)Cl)N)=O ([2-amino-4-chloro-5-(cyclopropyl-methyl-amino)-phenyl]-carbamic acid tert.-butyl ester), C(C)(C)(C)OC(CC(=O)C1=CC(=CC=C1)C1=CC(=NO1)C)=O (3-[3-(3-methyl-isoxazol-5-yl)-phenyl]-3-oxo-propionic acid tert.-butyl ester). Run in C(Cl)Cl (CH2Cl2). Product: ClC=1C(=CC2=C(NC(CC(=N2)C2=CC(=CC=C2)C2=CC(=NO2)C)=O)C1)N(C)C1CC1 (8-Chloro-7-(cyclopropyl-methyl-amino)-4-[3-(3-methyl-isoxazol-5-yl)-phenyl]-1,3-dihydro-benzo[b][1,4]diazepin-2-one), solid. As a reaction SMILES: C(OC(=O)[NH:7][C:8]1[CH:13]=[C:12]([N:14]([CH:16]2[CH2:18][CH2:17]2)[CH3:15])[C:11]([Cl:19])=[CH:10][C:9]=1[NH2:20])(C)(C)C.C(O[C:27](=[O:43])[CH2:28][C:29]([C:31]1[CH:36]=[CH:35][CH:34]=[C:33]([C:37]2[O:41][N:40]=[C:39]([CH3:42])[CH:38]=2)[CH:32]=1)=O)(C)(C)C.C(O)(C(F)(F)F)=O>C(Cl)Cl>[Cl:19][C:11]1[C:12]([N:14]([CH:16]2[CH2:17][CH2:18]2)[CH3:15])=[CH:13][C:8]2[N:7]=[C:29]([C:31]3[CH:36]=[CH:35][CH:34]=[C:33]([C:37]4[O:41][N:40]=[C:39]([CH3:42])[CH:38]=4)[CH:32]=3)[CH2:28][C:27](=[O:43])[NH:20][C:9]=2[CH:10]=1. Reported procedure: The title compound was prepared from [2-amino-4-chloro-5-(cyclopropyl-methyl-amino)-phenyl]-carbamic acid tert.-butyl ester (Example J11) (156 mg, 0.5 mmol) and 3-[3-(3-methyl-isoxazol-5-yl)-phenyl]-3-oxo-propionic acid tert.-butyl ester (Example K4) (170 mg, 0.56 mmol) according to the general procedure M. The obtained material was deprotected and cyclized by treatment with TFA in CH2Cl2 according to the general procedure N. Obtained as a yellow solid (49 mg).